Dataset: the Open Reaction Database (ORD), a public repository of structured organic reaction records. Task: describe an organic reaction: reactants, conditions, products, and yield Reactants: COc1cc(C(=O)C(C)=NO)c(OC)c2ccccc12, CCO, Cl. The product is COc1cc(C(=O)C(C)N)c(OC)c2ccccc12, Cl. Reaction SMILES: [CH3:1][O:2][c:3]1[c:4]([C:15]([C:16]([CH3:17])=[N:18][OH:19])=[O:20])[cH:5][c:6]([O:13][CH3:14])[c:7]2[cH:8][cH:9][cH:10][cH:11][c:12]12.[CH3:22][CH2:23][OH:24].[ClH:21]>>[CH3:1][O:2][c:3]1[c:4]([C:15]([CH:16]([CH3:17])[NH2:18])=[O:20])[cH:5][c:6]([O:13][CH3:14])[c:7]2[cH:8][cH:9][cH:10][cH:11][c:12]12.[ClH:21]. The reactants are FC(C1=CC=C(C#N)C=C1)(F)F (4-trifluoromethyl-benzonitrile), C(C)O (ethanol), Cl (HCl). Solvent: C(Cl)(Cl)Cl (chloroform). Conditions: temperature -15 celsius, time 30 minute. Product: Cl.C(C)OC(C1=CC=C(C=C1)C(F)(F)F)=N (4-Trifluoromethyl-benzimidic acid ethyl ester hydrochloride salt). The yield is 93.0%. RXN SMILES: [F:1][C:2]([F:12])([F:11])[C:3]1[CH:10]=[CH:9][C:6]([C:7]#[N:8])=[CH:5][CH:4]=1.[CH2:13]([OH:15])[CH3:14].[ClH:16]>C(Cl)(Cl)Cl>[ClH:16].[CH2:13]([O:15][C:7](=[NH:8])[C:6]1[CH:9]=[CH:10][C:3]([C:2]([F:11])([F:12])[F:1])=[CH:4][CH:5]=1)[CH3:14] |f:4.5|. Procedure details: A solution of 4-trifluoromethyl-benzonitrile (5.16 g, 30.2 mmol) and ethanol (1.39 ml, 30.2 mmol) in chloroform (15 ml) was saturated with a dry stream of HCl gas for 15 min. at −5° C. and the mixture allowed to stand 1 week at 4° C. The product was precipitated with ether, and the suspension stirred for 30 min. at −15°C., then filtered and washed with ether. The solid product was dried at r.t. under high vacuum overnight to afford the title compound (7.1 g, 28 mmol, 93% yield) as a white solid....